This data is from the Open Reaction Database (ORD), a public repository of structured organic reaction records. The task is: describe an organic reaction: reactants, conditions, products, and yield The reactants are BrCc1cccc(CBr)n1, C1COCCN1, CCO. Yields the product BrCc1cccc(CN2CCOCC2)n1. RXN SMILES: [Br:1][CH2:2][c:3]1[n:4][c:5]([CH2:9][Br:10])[cH:6][cH:7][cH:8]1.[CH2:11]1[CH2:12][O:13][CH2:14][CH2:15][NH:16]1.[CH3:17][CH2:18][OH:19]>>[CH2:2]([c:3]1[n:4][c:5]([CH2:9][Br:10])[cH:6][cH:7][cH:8]1)[N:16]1[CH2:11][CH2:12][O:13][CH2:14][CH2:15]1.